This data is from the Open Reaction Database (ORD), a public repository of structured organic reaction records. The task is: describe an organic reaction: reactants, conditions, products, and yield Reactants: CCOC(C)=O, CCOC(=O)c1cc(C(=O)OCC)[nH]n1, CCCCCC, O=C(CCl)N1CCN(c2ccc(F)cc2)CC1, [K+], [K+], O=C([O-])[O-], CN(C)C=O. Yields the product CCOC(=O)c1cc(C(=O)OCC)n(CC(=O)N2CCN(c3ccc(F)cc3)CC2)n1. RXN SMILES: [C:44]([O:45][CH2:46][CH3:47])(=[O:48])[CH3:49].[CH2:1]([CH3:2])[O:3][C:4](=[O:5])[c:6]1[n:7][nH:8][c:9]([C:11](=[O:12])[O:13][CH2:14][CH3:15])[cH:10]1.[CH3:50][CH2:51][CH2:52][CH2:53][CH2:54][CH3:55].[Cl:22][CH2:23][C:24](=[O:25])[N:26]1[CH2:27][CH2:28][N:29]([c:32]2[cH:33][cH:34][c:35]([F:38])[cH:36][cH:37]2)[CH2:30][CH2:31]1.[K+:16].[K+:17].[O-:18][C:19]([O-:20])=[O:21].[O:39]=[CH:40][N:41]([CH3:42])[CH3:43]>>[CH2:1]([CH3:2])[O:3][C:4](=[O:5])[c:6]1[n:7]([CH2:23][C:24](=[O:25])[N:26]2[CH2:27][CH2:28][N:29]([c:32]3[cH:33][cH:34][c:35]([F:38])[cH:36][cH:37]3)[CH2:30][CH2:31]2)[n:8][c:9]([C:11](=[O:12])[O:13][CH2:14][CH3:15])[cH:10]1. Reactants: CC1=CC=CC(=C1NC(=O)C2CCCCN2C)C.Cl (Mepivacaine HCl), C(ON1C(CCC1=O)=O)([O-])=O (succinimidyl carbonate), PEG-SH, C([O-])([O-])=O (carbonate). Product: CC1=CC=CC(=C1NC(=O)C2CCCCN2C)C (Mepivacaine). RXN SMILES: [CH3:1][C:2]1[C:7]([NH:8][C:9]([CH:11]2[N:16]([CH3:17])[CH2:15][CH2:14][CH2:13][CH2:12]2)=[O:10])=[C:6]([CH3:18])[CH:5]=[CH:4][CH:3]=1.Cl.C(=O)([O-])ON1C(=O)CCC1=O.C(=O)([O-])[O-]>>[CH3:1][C:2]1[C:7]([NH:8][C:9]([CH:11]2[N:16]([CH3:17])[CH2:15][CH2:14][CH2:13][CH2:12]2)=[O:10])=[C:6]([CH3:18])[CH:5]=[CH:4][CH:3]=1 |f:0.1|. Procedure details: In a first vial, Mepivacaine-HCl (7.2 mg), 4-arm PEG succinimidyl carbonate (60 mg) and 4-arm PEG-SH (60 mg) were dissolved in 250 μL of pH 2.2 buffer. This solution was combined with an equal volume of carbonate buffer (pH 9.7) through a spray kit. Mepivacaine precipitated within the gel upon mixing. The Mepivacaine-loaded TC gel swelled 2-2.5 times its original volume. Reactants: BrC=1C=NC(=NC1)OC (5-bromo-2-methoxypyrimidine), C(#C)C=1CCN(CC1)S(=O)(=O)C[C@@]1(C(NC(N1)=O)=O)C ((5S) -5-{[(4-ethynyl-3,6-dihydropyridin-1(2H)-yl)sulfonyl]methyl}-5-methylimidazolidine-2,4-dione). Yields the product COC1=NC=C(C=N1)C#CC=1CCN(CC1)S(=O)(=O)C[C@@]1(C(NC(N1)=O)=O)C ((5S)-5-({[4-[(2-Methoxypyrimidin-5-yl)ethynyl]-3,6-dihydropyridin-1(2H) -yl]sulfonyl}methyl)-5-methylimidazolidine-2,4-dione). Reaction SMILES: Br[C:2]1[CH:3]=[N:4][C:5]([O:8][CH3:9])=[N:6][CH:7]=1.[C:10]([C:12]1[CH2:13][CH2:14][N:15]([S:18]([CH2:21][C@@:22]2([CH3:29])[NH:26][C:25](=[O:27])[NH:24][C:23]2=[O:28])(=[O:20])=[O:19])[CH2:16][CH:17]=1)#[CH:11]>>[CH3:9][O:8][C:5]1[N:4]=[CH:3][C:2]([C:11]#[C:10][C:12]2[CH2:17][CH2:16][N:15]([S:18]([CH2:21][C@@:22]3([CH3:29])[NH:26][C:25](=[O:27])[NH:24][C:23]3=[O:28])(=[O:20])=[O:19])[CH2:14][CH:13]=2)=[CH:7][N:6]=1. Reported procedure: The title compound was prepared from 5-bromo-2-methoxypyrimidine and (5S) -5-{[(4-ethynyl-3,6-dihydropyridin-1(2H)-yl)sulfonyl]methyl}-5-methylimidazolidine-2,4-dione in the same way as described in Example 1. Starting materials: solution, C(CCC)[Li] (n-butyl lithium), C(C)(C)OB(OC(C)C)OC(C)C (triisopropylborate), BrC1=C(C=C(C=C1)OC)OC (1-bromo-2,4-dimethoxybenzene), Cl (hydrochloric acid). Run in CCCCCC (hexane), O1CCCC1 (tetrahydrofuran), O (water). Reaction conditions: temperature -78 celsius, time 40 minute. The product is COC1=C(C=CC(=C1)OC)B(O)O (2,4-Dimethoxyphenylboronic acid). Reaction SMILES: Br[C:2]1[CH:7]=[CH:6][C:5]([O:8][CH3:9])=[CH:4][C:3]=1[O:10][CH3:11].C([Li])CCC.C([O:20][B:21](OC(C)C)[O:22]C(C)C)(C)C.Cl>O1CCCC1.CCCCCC.O>[CH3:11][O:10][C:3]1[CH:4]=[C:5]([O:8][CH3:9])[CH:6]=[CH:7][C:2]=1[B:21]([OH:22])[OH:20]. Procedure details: 576 μl of 1-bromo-2,4-dimethoxybenzene was dissolved in 5.8 ml of tetrahydrofuran and 3 ml of 1.6 mol/l solution of n-butyl lithium in hexane was added dropwise at −78° C. under argon atmosphere. Then, 1.1 ml of triisopropylborate was added, and after stirred at −78° C. for 40 minutes, the mixture was stirred at room temperature for 2 hours. To the reaction mixture, 40 ml of water and 1 ml of 5N-hydrochloric acid was added, and extracted with 50 ml of ethyl acetate. After the organic layer was d... As a reaction SMILES: [CH2:39]([Cl:40])[Cl:41].[CH3:1][N:2]1[CH2:3][CH2:4][O:5][CH2:6][CH2:7]1.[Cl:19][c:20]1[cH:21][cH:22][c:23]([O:26][CH2:27][CH:28]([CH3:29])[NH:30][C:31]([CH:32]([NH2:33])[CH:34]([CH3:35])[CH3:36])=[O:37])[n:24][cH:25]1.[Cl:8][C:9](=[O:10])[O:11][c:12]1[cH:13][cH:14][cH:15][cH:16][cH:17]1.[ClH:18].[OH2:38]>>[C:9](=[O:10])([O:11][c:12]1[cH:13][cH:14][cH:15][cH:16][cH:17]1)[NH:33][CH:32]([C:31]([NH:30][CH:28]([CH2:27][O:26][c:23]1[cH:22][cH:21][c:20]([Cl:19])[cH:25][n:24]1)[CH3:29])=[O:37])[CH:34]([CH3:35])[CH3:36]. Reactants: ClCCl, CN1CCOCC1, CC(COc1ccc(Cl)cn1)NC(=O)C(N)C(C)C, O=C(Cl)Oc1ccccc1, Cl, O. Yields the product CC(COc1ccc(Cl)cn1)NC(=O)C(NC(=O)Oc1ccccc1)C(C)C. As a reaction SMILES: [CH3:32][O:33][c:34]1[cH:35][cH:36][c:37]([S:40](=[O:41])(=[O:42])[Cl:43])[cH:38][cH:39]1.[NH2:1][c:2]1[cH:3][cH:4][c:5]([CH2:6][c:7]2[n:8][c:9]3[n:10]([CH2:26][CH2:27][CH2:28][CH3:29])[c:11](=[O:25])[n:12]([CH2:17][c:18]4[c:19]([F:24])[cH:20][cH:21][cH:22][cH:23]4)[c:13](=[O:16])[c:14]3[nH:15]2)[cH:30][cH:31]1>>[NH:1]([c:2]1[cH:3][cH:4][c:5]([CH2:6][c:7]2[n:8][c:9]3[n:10]([CH2:26][CH2:27][CH2:28][CH3:29])[c:11](=[O:25])[n:12]([CH2:17][c:18]4[c:19]([F:24])[cH:20][cH:21][cH:22][cH:23]4)[c:13](=[O:16])[c:14]3[nH:15]2)[cH:30][cH:31]1)[S:40]([c:37]1[cH:36][cH:35][c:34]([O:33][CH3:32])[cH:39][cH:38]1)(=[O:41])=[O:42]. The product is CCCCn1c(=O)n(Cc2ccccc2F)c(=O)c2[nH]c(Cc3ccc(NS(=O)(=O)c4ccc(OC)cc4)cc3)nc21. Reactants: COc1ccc(S(=O)(=O)Cl)cc1, CCCCn1c(=O)n(Cc2ccccc2F)c(=O)c2[nH]c(Cc3ccc(N)cc3)nc21.